This data is from the Open Reaction Database (ORD), a public repository of structured organic reaction records. The task is: describe an organic reaction: reactants, conditions, products, and yield Reactants: mercuric acetate, benzhydryl ester, C(CC)S (n-Propyl mercaptan), C(C(C)C)(=O)O (isobutyric acid), OC(=C(C(=O)[O-])N1C(C(C1=O)NC(C(C(=O)OC(C1=CC=CC=C1)C1=CC=CC=C1)C1=CC=CC=C1)=O)SC=O)CBr (3-hydroxy-4 -bromo-2-[2-formylthio-4-oxo-3-(α-benzhydryloxycarbonylphenylacetamido)-1-azetidinyl]-2-butenoate). Run in C1(=CC=CC=C1)C (toluene). Conditions: temperature 18 celsius, time 20 minute. Yields the product C(C1=CC=CC=C1)(C1=CC=CC=C1)OC(=O)C(C(=O)NC1[C@@H]2N(C(=C(CS2)O)C(=O)OC(C2=CC=CC=C2)C2=CC=CC=C2)C1=O)C1=CC=CC=C1 (benzhydryl 7-(α-benzhydryloxycarbonylphenylacetamido)-3-hydroxy-3-cephem-4-carboxylate). As a reaction SMILES: [C:1](O)(=O)[CH:2]([CH3:4])[CH3:3].[OH:7][C:8](CBr)=[C:9]([N:13]1[C:16](=[O:17])[CH:15]([NH:18][C:19](=[O:43])[CH:20]([C:37]2[CH:42]=[CH:41][CH:40]=[CH:39][CH:38]=2)[C:21]([O:23][CH:24]([C:31]2[CH:36]=[CH:35][CH:34]=[CH:33][CH:32]=2)[C:25]2[CH:30]=[CH:29][CH:28]=[CH:27][CH:26]=2)=[O:22])[CH:14]1[S:44][CH:45]=O)[C:10]([O-:12])=[O:11].[CH2:49](S)[CH2:50][CH3:51]>C1(C)C=CC=CC=1>[CH:24]([O:23][C:21]([CH:20]([C:37]1[CH:42]=[CH:41][CH:40]=[CH:39][CH:38]=1)[C:19]([NH:18][CH:15]1[C:16](=[O:17])[N:13]2[C:9]([C:10]([O:12][CH:1]([C:25]3[CH:30]=[CH:29][CH:28]=[CH:27][CH:26]=3)[C:2]3[CH:4]=[CH:51][CH:50]=[CH:49][CH:3]=3)=[O:11])=[C:8]([OH:7])[CH2:45][S:44][C@H:14]12)=[O:43])=[O:22])([C:25]1[CH:30]=[CH:29][CH:28]=[CH:27][CH:26]=1)[C:31]1[CH:36]=[CH:35][CH:34]=[CH:33][CH:32]=1. Reported procedure: To 0.391 g. (1 mmol.) of mercuric acetate in a mixture of 15 ml. of toluene and 15 ml. of isobutyric acid are added 0.739 g. (1 mmol.) of 3-hydroxy-4 -bromo-2-[2-formylthio-4-oxo-3-(α-benzhydryloxycarbonylphenylacetamido)-1-azetidinyl]-2-butenoate, benzhydryl ester, as a neat solid. The mixture is stirred for 20 minutes at 18° C., after which time the solution becomes cloudy. n-Propyl mercaptan is added to the mixture, and the mixture then is filtered through activated charcoal and a filter aide...